Dataset: the Open Reaction Database (ORD), a public repository of structured organic reaction records. Task: describe an organic reaction: reactants, conditions, products, and yield Reactants: FC1(CCC(CC1)CNC(=O)C=1C=2C=CC(=NC2C=CC1Cl)Cl)F (2,6-dichloro-quinoline-5-carboxylic acid (4,4-difluoro-cyclohexylmethyl)-amide), CCN(C(C)C)C(C)C (DIPEA), CN([C@H]1CNCC1)C ((R)-3-dimethylamino-pyrrolidine). The product is FC1(CCC(CC1)CNC(=O)C=1C=2C=CC(=NC2C=CC1Cl)N1C[C@@H](CC1)N(C)C)F (6-Chloro-2-((R)-3-dimethylamino-pyrrolidin-1-yl)-quinoline-5-carboxylic acid (4,4-difluoro-cyclohexylmethyl)-amide). RXN SMILES: [F:1][C:2]1([F:24])[CH2:7][CH2:6][CH:5]([CH2:8][NH:9][C:10]([C:12]2[C:13]3[CH:14]=[CH:15][C:16](Cl)=[N:17][C:18]=3[CH:19]=[CH:20][C:21]=2[Cl:22])=[O:11])[CH2:4][CH2:3]1.CCN(C(C)C)C(C)C.[CH3:34][N:35]([CH3:41])[C@@H:36]1[CH2:40][CH2:39][NH:38][CH2:37]1>>[F:1][C:2]1([F:24])[CH2:7][CH2:6][CH:5]([CH2:8][NH:9][C:10]([C:12]2[C:13]3[CH:14]=[CH:15][C:16]([N:38]4[CH2:39][CH2:40][C@@H:36]([N:35]([CH3:41])[CH3:34])[CH2:37]4)=[N:17][C:18]=3[CH:19]=[CH:20][C:21]=2[Cl:22])=[O:11])[CH2:4][CH2:3]1. Procedure: The title compound was synthesized according to the procedure described in example 1 using 2,6-dichloro-quinoline-5-carboxylic acid (4,4-difluoro-cyclohexylmethyl)-amide, DIPEA and (R)-3-dimethylamino-pyrrolidine. 1H NMR (400 MHz, DMSO-d6) δ ppm 7.75 (1H), 7.48 (2H), 6.69 (1H), 3.66 (m, 2H), 3.49 (m, 2H), 3.32 (m, 2H), 2.36 (s, 6H), 2.06 (m, 2H), 1.85 (m, 2H), 1.74-1.76 (m, 5H), 1.27-1.30 (m, 2H). m/z: 451 [M+H] The product is CC(=CC(=O)O)C(CC)=O (3-Methyl-4-oxo-2-hexenoic acid). RXN SMILES: [C:1]([OH:5])(=[O:4])[CH:2]=O.[CH3:6][CH2:7][C:8](=[O:11])[CH2:9][CH3:10]>P(=O)(O)(O)O>[CH3:6][C:7]([C:8](=[O:11])[CH2:9][CH3:10])=[CH:2][C:1]([OH:5])=[O:4]. Solvent: P(O)(O)(O)=O (orthophosphoric acid). Procedure details: Prepared from glyoxylic acid (16.1 g, 0.18 mol), 3-pentanone (45.6 g, 0.63 mol) and orthophosphoric acid (30 ml). 1H n.m.r. δ (CDCl3) 1.23, t J 7.2 Hz, 3H, CH3; 2.56, s, 3H, CH3; 2.76, q J 7.2 Hz, CH2; 6.55, s, CH. Reactants: C(C=O)(=O)O (glyoxylic acid), CCC(CC)=O (3-pentanone). The reactants are ClC1=NC=C(C(=N1)O)[N+](=O)[O-] (2-chloro-5-nitro-pyrimidin-4-ol). Reagents/catalysts: O=[Pt]=O (PtO2). Run in CO (MeOH). The product is NC=1C(=NC(=NC1)Cl)O (5-amino-2-chloro-pyrimidin-4-ol). Reaction SMILES: [Cl:1][C:2]1[N:7]=[C:6]([OH:8])[C:5]([N+:9]([O-])=O)=[CH:4][N:3]=1>O=[Pt]=O.CO>[NH2:9][C:5]1[C:6]([OH:8])=[N:7][C:2]([Cl:1])=[N:3][CH:4]=1. Reported procedure: 25 g (126 mmol) 2-chloro-5-nitro-pyrimidin-4-ol, 2.0 g PtO2 and 2.5 L MeOH are hydrogenated (50 psi) for 1 h. The mixture is filtered and concentrated and dried to yield 5-amino-2-chloro-pyrimidin-4-ol. Starting materials: COC(=O)c1nc(N(C)S(=O)(=O)CCCCCNC(=O)OC(C)(C)C)c2cccnc2c1OCc1ccccc1, CCOC(C)=O, CO, Cl, [Na+], [OH-], O. Yields the product CN(c1nc(C(=O)O)c(OCc2ccccc2)c2ncccc12)S(=O)(=O)CCCCCNC(=O)OC(C)(C)C. Reaction SMILES: [CH2:1]([c:2]1[cH:3][cH:4][cH:5][cH:6][cH:7]1)[O:8][c:9]1[c:10]([C:37](=[O:38])[O:39][CH3:40])[n:11][c:12]([N:19]([S:20](=[O:21])(=[O:22])[CH2:23][CH2:24][CH2:25][CH2:26][CH2:27][NH:28][C:29](=[O:30])[O:31][C:32]([CH3:33])([CH3:34])[CH3:35])[CH3:36])[c:13]2[cH:14][cH:15][cH:16][n:17][c:18]12.[CH3:43][CH2:44][O:45][C:46](=[O:47])[CH3:48].[CH3:50][OH:51].[ClH:49].[Na+:42].[OH-:41].[OH2:52]>>[CH2:1]([c:2]1[cH:3][cH:4][cH:5][cH:6][cH:7]1)[O:8][c:9]1[c:10]([C:37](=[O:38])[OH:39])[n:11][c:12]([N:19]([S:20](=[O:21])(=[O:22])[CH2:23][CH2:24][CH2:25][CH2:26][CH2:27][NH:28][C:29](=[O:30])[O:31][C:32]([CH3:33])([CH3:34])[CH3:35])[CH3:36])[c:13]2[cH:14][cH:15][cH:16][n:17][c:18]12. Reactants: C(C1=CC=CC=C1)OC1=C(C=C2C(=CC=NC2=C1)C1=C2N(N=C1C1=NC=CC=C1)CCC2)OC (7-benzyloxy-6-methoxy-4-(2-pyridin-2-yl-5,6-dihydro-4H-pyrrolo[1,2-b]pyrazol-3-yl)-quinoline), CO (methanol), C1=CCC=CC1 (1,4-cyclohexadiene). Reagents/catalysts: [Pd] (palladium on activated carbon). The solvent is C(C)O (ethanol). Reaction conditions: time 3 hour. Yields the product COC=1C=C2C(=CC=NC2=CC1O)C1=C2N(N=C1C1=NC=CC=C1)CCC2 (6-Methoxy-4-(2-pyridin-2-yl-5,6-dihydro-4H-pyrrolo[1,2-b]pyrazol-3-yl)-quinolin-7-ol). RXN SMILES: C([O:8][C:9]1[CH:18]=[C:17]2[C:12]([C:13]([C:19]3[C:23]([C:24]4[CH:29]=[CH:28][CH:27]=[CH:26][N:25]=4)=[N:22][N:21]4[CH2:30][CH2:31][CH2:32][C:20]=34)=[CH:14][CH:15]=[N:16]2)=[CH:11][C:10]=1[O:33][CH3:34])C1C=CC=CC=1.C1CC=CCC=1.CO>[Pd].C(O)C>[CH3:34][O:33][C:10]1[CH:11]=[C:12]2[C:17](=[CH:18][C:9]=1[OH:8])[N:16]=[CH:15][CH:14]=[C:13]2[C:19]1[C:23]([C:24]2[CH:29]=[CH:28][CH:27]=[CH:26][N:25]=2)=[N:22][N:21]2[CH2:30][CH2:31][CH2:32][C:20]=12. Procedure: To a mixture of 7-benzyloxy-6-methoxy-4-(2-pyridin-2-yl-5,6-dihydro-4H-pyrrolo[1,2-b]pyrazol-3-yl)-quinoline (17 mg, 0.04 mmol) and 10% palladium on activated carbon (3 mg) in absolute ethanol (2 mL) is added 1,4-cyclohexadiene (100 mg, 1.2 mmol). The mixture is stirred at room temperature for 3 h, treated with methanol (500 μL), and heated at 60° C. for 3 h. The mixture is cooled, filtered, and loaded onto an SCX column. The column is washed with water, methanol, and 7 N ammonia in methanol. Th... Reactants: O=C1[C@H]([C@H](OC2=C(N1)C=CC=C2)C2=CC=CC=C2)NC([C@@H](NC(CC2=CC=CC=C2)=O)C)=O (N1-[(2R,3S)-4-Oxo-2-phenyl-2,3,4,5-tetrahydro-1,5-benzoxazepin-3-yl]-N2-(phenylacetyl)-L-alaninamide), FC=1C=C(C=CC1)CC(=O)O (3-fluorophenylacetic acid). The product is FC=1C=C(C=CC1)CC(=O)N[C@@H](C)C(=O)N[C@H]1[C@H](OC2=C(NC1=O)C=CC=C2)C2=CC=CC=C2 (N2-[(3-Fluorophenyl)acetyl]-N1-[(2R,3S)-4-oxo-2-phenyl-2,3,4,5-tetrahydro-1,5-benzoxazepin-3-yl]-L-alaninamide). RXN SMILES: [O:1]=[C:2]1[NH:8][C:7]2[CH:9]=[CH:10][CH:11]=[CH:12][C:6]=2[O:5][C@H:4]([C:13]2[CH:18]=[CH:17][CH:16]=[CH:15][CH:14]=2)[C@@H:3]1[NH:19][C:20](=[O:33])[C@H:21]([CH3:32])[NH:22][C:23](=[O:31])[CH2:24][C:25]1[CH:30]=[CH:29][CH:28]=[CH:27][CH:26]=1.[F:34]C1C=C(CC(O)=O)C=CC=1>>[F:34][C:29]1[CH:30]=[C:25]([CH2:24][C:23]([NH:22][C@H:21]([C:20]([NH:19][C@@H:3]2[C:2](=[O:1])[NH:8][C:7]3[CH:9]=[CH:10][CH:11]=[CH:12][C:6]=3[O:5][C@@H:4]2[C:13]2[CH:18]=[CH:17][CH:16]=[CH:15][CH:14]=2)=[O:33])[CH3:32])=[O:31])[CH:26]=[CH:27][CH:28]=1. Procedure details: A method similar to the one described for (113) was used except that 3-fluorophenylacetic acid (77 mg) was used in place of phenylacetic acid to afford the title compound as a 1:1 mixture with the (2S,3R) diastereomer (140 mg), white solid, m.p.130-140° C. 1H NMR (300 MHz, CDCl3) δ 0.97 (d, 1.5H, J=5 Hz), 1.27 (d, 1.5H, J=5 Hz), 3.45 (two peaks, 2H), 4.52 (m, 0.5H), 4.67 (m, 0.5H), 4.91 (t, 1H, J=6 Hz), 5.12 (t, 1H, J=6 Hz), 5.79 (dd, 1H, J=7 Hz, J=10 Hz), 6.15 (d, 0.5H, J=8 Hz), 6.28 (d, 0.5 Hz... Reactants: C(CCCCCCCCC)OC=1C=C2C=CC(=CC2=CC1)C(=O)NC1=C(C=CC(=C1)CCCC)O (2-(6-decyloxy-2-naphthoylamino)-4-butylphenol), ClC1=C(C=CC=C1)Cl (o-dichlorobenzene), O.C1(=CC=C(C=C1)S(=O)(=O)O)C (p-toluenesulfonic acid monohydrate), ClC1=C(C=CC=C1)Cl (o-dichlorobenzene). Conditions: time 30 minute. The product is C(CCCCCCCCC)OC=1C=C2C=CC(=CC2=CC1)C=1OC2=C(N1)C=C(C=C2)CCCC (2-(6-decyloxy-2-naphthyl)-5-butyl-benzoxazole). Isolated yield 61.3%. As a reaction SMILES: C(O[C:12]1[CH:13]=[C:14]2[C:19](=[CH:20][CH:21]=1)[CH:18]=[C:17]([C:22]([NH:24][C:25]1[CH:30]=[C:29]([CH2:31][CH2:32][CH2:33][CH3:34])[CH:28]=[CH:27][C:26]=1[OH:35])=O)[CH:16]=[CH:15]2)CCCCCCCCC.[OH2:36].[C:37]1([CH3:47])[CH:42]=[CH:41][C:40](S(O)(=O)=O)=[CH:39][CH:38]=1.Cl[C:49]1[CH:54]=CC=C[C:50]=1Cl>>[CH2:50]([O:36][C:12]1[CH:13]=[C:14]2[C:19](=[CH:20][CH:21]=1)[CH:18]=[C:17]([C:22]1[O:35][C:26]3[CH:27]=[CH:28][C:29]([CH2:31][CH2:32][CH2:33][CH3:34])=[CH:30][C:25]=3[N:24]=1)[CH:16]=[CH:15]2)[CH2:49][CH2:54][CH2:38][CH2:39][CH2:40][CH2:41][CH2:42][CH2:37][CH3:47] |f:1.2|. Procedure: In a 20 ml-round-bottomed flask, 0.95 g (2.00 mM) of 2-(6-decyloxy-2-naphthoylamino)-4-butylphenol, 0.07 g of p-toluenesulfonic acid monohydrate and 8 ml of o-dichlorobenzene were placed, followed by stirring for 30 min. at 200°-203° C. After the reaction, o-dichlorobenzene was distilled-off under reduced pressure. The residue was purified by silica gel column chromatography (eluent: toluene/hexane=1/1) and recrystallized from acetone) to obtain 0.56 g of 2-(6-decyloxy-2-naphthyl)-5-butyl-benzox... Starting materials: BrCCOC1CCCCO1, CS(C)=O, [K+], CC(C)(C)OC(=O)N1CCC(c2nc(C3CCOCC3)c[nH]2)CC1, [OH-]. Yields the product CC(C)(C)OC(=O)N1CCC(c2nc(C3CCOCC3)cn2CCOC2CCCCO2)CC1. RXN SMILES: [Br:27][CH2:28][CH2:29][O:30][CH:31]1[O:32][CH2:33][CH2:34][CH2:35][CH2:36]1.[CH3:37][S:38](=[O:39])[CH3:40].[K+:26].[O:1]1[CH2:2][CH2:3][CH:4]([c:7]2[n:8][c:9]([CH:12]3[CH2:13][CH2:14][N:15]([C:18](=[O:19])[O:20][C:21]([CH3:22])([CH3:23])[CH3:24])[CH2:16][CH2:17]3)[nH:10][cH:11]2)[CH2:5][CH2:6]1.[OH-:25]>>[O:1]1[CH2:2][CH2:3][CH:4]([c:7]2[n:8][c:9]([CH:12]3[CH2:13][CH2:14][N:15]([C:18](=[O:19])[O:20][C:21]([CH3:22])([CH3:23])[CH3:24])[CH2:16][CH2:17]3)[n:10]([CH2:28][CH2:29][O:30][CH:31]3[O:32][CH2:33][CH2:34][CH2:35][CH2:36]3)[cH:11]2)[CH2:5][CH2:6]1. Starting materials: FC1=C(C=C(C=C1)C1=CC(=CC=C1)OC)C#N (4-fluoro-3′-methoxybiphenyl-3-carbonitrile), N1=CC(=CC=C1)N (pyridine-3-amine), CC(C)(C)[O-].[K+] (KOtBu). The solvent is CS(=O)C (DMSO). Run at time 12 hour. Product: COC=1C=C(C=CC1)C1=CC(=C(C=C1)NC=1C=NC=CC1)C#N (3′-methoxy-4-(pyridine-3-ylamino)biphenyl-3-carbonitrile). Yield: 66.6%. RXN SMILES: F[C:2]1[CH:7]=[CH:6][C:5]([C:8]2[CH:13]=[CH:12][CH:11]=[C:10]([O:14][CH3:15])[CH:9]=2)=[CH:4][C:3]=1[C:16]#[N:17].[N:18]1[CH:23]=[CH:22][CH:21]=[C:20]([NH2:24])[CH:19]=1.CC([O-])(C)C.[K+]>CS(C)=O>[CH3:15][O:14][C:10]1[CH:9]=[C:8]([C:5]2[CH:6]=[CH:7][C:2]([NH:24][C:20]3[CH:19]=[N:18][CH:23]=[CH:22][CH:21]=3)=[C:3]([C:16]#[N:17])[CH:4]=2)[CH:13]=[CH:12][CH:11]=1 |f:2.3|. Procedure: To a solution of 4-fluoro-3′-methoxybiphenyl-3-carbonitrile (0.60 g, 2.64 mmol, Example 203A) in DMSO (4 mL) was added pyridine-3-amine (0.27 g, 2.90 mmol) and KOtBu (0.15 g, 1.38 mmol). The reaction stirred under nitrogen at room temperature 12 h. The reaction mixture was partitioned between water and ethyl acetate, the layers were separated, the organics were washed with water, brine solution, dried over Na2SO4 and concentrated to give the crude product. The crude material was purified by sili... Reactants: CC1(c2ccc3c(Br)c(OC4CCC(C(C)(C)C)CC4)ccc3c2)COC(=O)N1, CCOC(C)=O, COCCOC, OB(O)c1ccc(OC(F)(F)F)cc1, [Na+], [Na+], O=C([O-])[O-], O, c1ccc(P(c2ccccc2)(c2ccccc2)[Pd](P(c2ccccc2)(c2ccccc2)c2ccccc2)(P(c2ccccc2)(c2ccccc2)c2ccccc2)P(c2ccccc2)(c2ccccc2)c2ccccc2)cc1. Product: CC1(c2ccc3c(-c4ccc(OC(F)(F)F)cc4)c(OC4CCC(C(C)(C)C)CC4)ccc3c2)COC(=O)N1. Reaction SMILES: [Br:1][c:2]1[c:3]2[cH:4][cH:5][c:6]([C:23]3([CH3:29])[NH:24][C:25](=[O:28])[O:26][CH2:27]3)[cH:7][c:8]2[cH:9][cH:10][c:11]1[O:12][CH:13]1[CH2:14][CH2:15][CH:16]([C:19]([CH3:20])([CH3:21])[CH3:22])[CH2:17][CH2:18]1.[CH2:134]([O:135][C:136](=[O:137])[CH3:138])[CH3:139].[CH3:50][O:51][CH2:52][CH2:53][O:54][CH3:55].[F:30][C:31]([O:32][c:33]1[cH:34][cH:35][c:36]([B:39]([OH:40])[OH:41])[cH:37][cH:38]1)([F:42])[F:43].[Na+:44].[Na+:45].[O-:46][C:47](=[O:48])[O-:49].[OH2:133].[cH:56]1[cH:57][cH:58][c:59]([P:60]([Pd:61]([P:62]([c:63]2[cH:64][cH:65][cH:66][cH:67][cH:68]2)([c:69]2[cH:70][cH:71][cH:72][cH:73][cH:74]2)[c:75]2[cH:76][cH:77][cH:78][cH:79][cH:80]2)([P:81]([c:82]2[cH:83][cH:84][cH:85][cH:86][cH:87]2)([c:88]2[cH:89][cH:90][cH:91][cH:92][cH:93]2)[c:94]2[cH:95][cH:96][cH:97][cH:98][cH:99]2)[P:100]([c:101]2[cH:102][cH:103][cH:104][cH:105][cH:106]2)([c:107]2[cH:108][cH:109][cH:110][cH:111][cH:112]2)[c:113]2[cH:114][cH:115][cH:116][cH:117][cH:118]2)([c:119]2[cH:120][cH:121][cH:122][cH:123][cH:124]2)[c:125]2[cH:126][cH:127][cH:128][cH:129][cH:130]2)[cH:131][cH:132]1>>[c:2]1(-[c:36]2[cH:35][cH:34][c:33]([O:32][C:31]([F:30])([F:42])[F:43])[cH:38][cH:37]2)[c:3]2[cH:4][cH:5][c:6]([C:23]3([CH3:29])[NH:24][C:25](=[O:28])[O:26][CH2:27]3)[cH:7][c:8]2[cH:9][cH:10][c:11]1[O:12][CH:13]1[CH2:14][CH2:15][CH:16]([C:19]([CH3:20])([CH3:21])[CH3:22])[CH2:17][CH2:18]1.